Dataset: the Open Reaction Database (ORD), a public repository of structured organic reaction records. Task: describe an organic reaction: reactants, conditions, products, and yield Reactants: C(C)(C)N1CCC(CC1)C(=O)OCC (ethyl 1-isopropylpiperidine-4-carboxylate), [H-].[Al+3].[Li+].[H-].[H-].[H-] (lithium aluminum hydride), C(=O)([O-])C(O)C(O)C(=O)[O-].[K+].[Na+] (sodium potassium tartrate). Run in C1CCOC1 (THF). Conditions: time 1 hour. The product is C(C)(C)N1CCC(CC1)CO (1-Isopropylpiperidine-4-methanol). Isolated yield 54.5%. RXN SMILES: [CH:1]([N:4]1[CH2:9][CH2:8][CH:7]([C:10](OCC)=[O:11])[CH2:6][CH2:5]1)([CH3:3])[CH3:2].[H-].[Al+3].[Li+].[H-].[H-].[H-].C(C(C(C([O-])=O)O)O)([O-])=O.[K+].[Na+]>C1COCC1>[CH:1]([N:4]1[CH2:9][CH2:8][CH:7]([CH2:10][OH:11])[CH2:6][CH2:5]1)([CH3:3])[CH3:2] |f:1.2.3.4.5.6,7.8.9|. Procedure: A solution of ethyl 1-isopropylpiperidine-4-carboxylate (10.0 g, 50.2 mmol) in THF (250 mL) at 0° C. was treated with lithium aluminum hydride (2.1 g, 55 mmol). After 1 h, the mixture was treated with a saturated aqueous solution of sodium potassium tartrate, partitioned with EtOAc, and the aqueous layer washed with EtOAc (2×). The combined extracts were dried (Na2SO4), concentrated, and the residue purified by column chromatography (SiO2: 10% methanol:methylene chloride) affording 4.30 g (54%) ... The reactants are CS(=O)(=O)Cl (Methanesulfonyl chloride), C(=O)(OC(C)(C)C)NC(CO)(C)C (N-Boc-2-Amino-2-methylpropanol), C(CC(O)(C(=O)O)CC(=O)O)(=O)O (citric acid). Solvent: C(C)N(CC)CC (triethylamine). Run at time 8 hour. Product: S(C)(=O)(=O)OCC(C)(C)NC(=O)OC(C)(C)C (N-Boc-2-amino-2-methyl-1-propyl mesylate). As a reaction SMILES: [C:1]([NH:8][C:9]([CH3:13])([CH3:12])[CH2:10][OH:11])([O:3][C:4]([CH3:7])([CH3:6])[CH3:5])=[O:2].[CH3:14][S:15](Cl)(=[O:17])=[O:16].C(O)(=O)CC(CC(O)=O)(C(O)=O)O>C(N(CC)CC)C>[S:15]([O:11][CH2:10][C:9]([NH:8][C:1]([O:3][C:4]([CH3:5])([CH3:6])[CH3:7])=[O:2])([CH3:13])[CH3:12])(=[O:17])(=[O:16])[CH3:14]. Reported procedure: N-Boc-2-Amino-2-methylpropanol is dissolved in triethylamine under argon at 0° C. Methanesulfonyl chloride is added and the mixture is stirred overnight. The solution is poured into 10% aqueous citric acid and extracted with ethyl acetate. The organic layer is dried over MgSO4, filtered and evaporated to give N-Boc-2-amino-2-methyl-1-propyl mesylate. The reactants are COC1=CC=C(C=C1)OC (1,4-dimethoxybenzene), FC(C=1C=C(C=CC1)C12CCN(C(OC1(C)C)C2)C)(F)F (5-(3'-trifluoromethylphenyl)-2,6,6-trimethyl-7-oxa-2-azabicyclo[3.2.1]octane), 2s. Solvent: CC(=O)C (acetone). Yields the product COC1=C(C=C(C=C1)OC)C1(CCN(CC1)C)C(O)(C)C (4-(2',5'-Dimethoxyphenyl)-α,α,1-trimethyl-4-piperidinemethanol). As a reaction SMILES: [CH3:1][O:2][C:3]1[CH:8]=[CH:7][C:6]([O:9][CH3:10])=[CH:5][CH:4]=1.FC(F)(F)C1C=C([C:19]23[CH2:28][CH:23]([O:24][C:25]2([CH3:27])[CH3:26])[N:22]([CH3:29])[CH2:21][CH2:20]3)C=CC=1>CC(C)=O>[CH3:1][O:2][C:3]1[CH:8]=[CH:7][C:6]([O:9][CH3:10])=[CH:5][C:4]=1[C:19]1([C:25]([CH3:27])([CH3:26])[OH:24])[CH2:28][CH2:23][N:22]([CH3:29])[CH2:21][CH2:20]1. Reported procedure: 4-(2',5'-Dimethoxyphenyl)-α,α,1-trimethyl-4-piperidinemethanol was prepared from 1,4-dimethoxybenzene by the procedure described in Example 3 except that acetone was used in place of cyclopentanone in the synthesis of III; m.p. 139°-140°; NMR (in CDCl3): τ 3.0-3.3 (m, 3H); 6.2 (2s, 6H); 6.6-8.5 (m+s, 12H) and 8.9 (broad, 6H). Anal. Calcd. for C17H27NO3 : C, 69.59; H, 9.29; N, 4.77. Found: C, 69.66; H, 9.09; N, 4.66.